Dataset: the Open Reaction Database (ORD), a public repository of structured organic reaction records. Task: describe an organic reaction: reactants, conditions, products, and yield Reactants: O=C(O)c1ccc2c(Cl)ccnc2c1, CN(C)C=O, CI, CO, [K+], [OH-], O. Product: COC(=O)c1ccc2c(Cl)ccnc2c1. As a reaction SMILES: [C:1](=[O:2])([OH:3])[c:4]1[cH:5][cH:6][c:7]2[c:8]([Cl:14])[cH:9][cH:10][n:11][c:12]2[cH:13]1.[CH3:17][N:18]([CH3:19])[CH:20]=[O:21].[CH3:22][I:23].[CH3:24][OH:25].[K+:16].[OH-:15].[OH2:26]>>[C:1]([O:2][CH3:17])(=[O:3])[c:4]1[cH:5][cH:6][c:7]2[c:8]([Cl:14])[cH:9][cH:10][n:11][c:12]2[cH:13]1. The reactants are O (water), C(C)OC(=O)N1CCC(CC1)CS(=O)(=O)[O-] (N-(ethoxycarbonyl)-piperidine-4-methanesulphonate), OC1=CC=C(C=O)C=C1 (4-hydroxy benzaldehyde), C(=O)([O-])[O-].[K+].[K+] (K2CO3). The solvent is CN(C)C=O (DMF). Reaction conditions: temperature 80 celsius, time 12 hour. Yields the product C(C)OC(=O)N1CCC(CC1)OC1=CC=C(C=O)C=C1 (4-[N-(Ethoxycarbonyl)-4-piperidinyloxy]benzaldehyde). Yield: 63.2%. As a reaction SMILES: [CH2:1]([O:3][C:4]([N:6]1[CH2:11][CH2:10][CH:9](CS([O-])(=O)=O)[CH2:8][CH2:7]1)=[O:5])[CH3:2].[OH:17][C:18]1[CH:25]=[CH:24][C:21]([CH:22]=[O:23])=[CH:20][CH:19]=1.C([O-])([O-])=O.[K+].[K+].O>CN(C=O)C>[CH2:1]([O:3][C:4]([N:6]1[CH2:7][CH2:8][CH:9]([O:17][C:18]2[CH:25]=[CH:24][C:21]([CH:22]=[O:23])=[CH:20][CH:19]=2)[CH2:10][CH2:11]1)=[O:5])[CH3:2] |f:2.3.4|. Procedure: To a mixture of N-(ethoxycarbonyl)-piperidine-4-methanesulphonate (10 g) and 4-hydroxy benzaldehyde (5.8 g) in dry DMF (75 ml), K2CO3 (11 g) was added and the mixture was stirred at 80° C. for 12 h. At the end of this time, the reaction mixture was cooled, added water and extracted with EtOAc. The EtOAc extract was washed with 5% aqueous Na2CO3 solution followed by brine and dried over anhydrous sodium sulphate. The solvent was then removed by distillation under reduced pressure to give 7 g (63.... Starting materials: C(C(C)C)(=O)O (isobutyric acid), CCN=C=NCCCN(C)C.Cl (EDC.HCl), C=1C=CC2=C(C1)N=NN2O (HOBt), TEA, FC(C(=O)O)(F)F.FC1=C(C=CC(=C1)N1N=NN=C1)C=1C=CC2=C(N=C(O2)C2CCNCC2)C1 (5-[2-fluoro-4-(1H-tetrazol-1-yl)phenyl]-2-(piperidin-4-yl)benzo[d]oxazole 2,2,2-trifluoroacetate). The solvent is CN(C)C=O (DMF), CCOC(=O)C.O (EtOAc H2O). The product is FC1=C(C=CC(=C1)N1N=NN=C1)C=1C=CC2=C(N=C(O2)C2CCN(CC2)C(C(C)C)=O)C1 (1-{4-[5-(2-fluoro-4-(1H-tetrazol-1-yl)phenyl)benzo[d]oxazol-2-yl]piperidin-1-yl}-2-methylpropan-1-one). Isolated yield 21.9%. Reaction SMILES: FC(F)(F)C(O)=O.[F:8][C:9]1[CH:14]=[C:13]([N:15]2[CH:19]=[N:18][N:17]=[N:16]2)[CH:12]=[CH:11][C:10]=1[C:20]1[CH:21]=[CH:22][C:23]2[O:27][C:26]([CH:28]3[CH2:33][CH2:32][NH:31][CH2:30][CH2:29]3)=[N:25][C:24]=2[CH:34]=1.[C:35](O)(=[O:39])[CH:36]([CH3:38])[CH3:37].CCN=C=NCCCN(C)C.Cl.C1C=CC2N(O)N=NC=2C=1>CN(C=O)C.CCOC(C)=O.O>[F:8][C:9]1[CH:14]=[C:13]([N:15]2[CH:19]=[N:18][N:17]=[N:16]2)[CH:12]=[CH:11][C:10]=1[C:20]1[CH:21]=[CH:22][C:23]2[O:27][C:26]([CH:28]3[CH2:29][CH2:30][N:31]([C:35](=[O:39])[CH:36]([CH3:38])[CH3:37])[CH2:32][CH2:33]3)=[N:25][C:24]=2[CH:34]=1 |f:0.1,3.4,7.8|. Reported procedure: Tert-butyl 4-{5-[2-fluoro-4-(1H-tetrazol-1-yl)phenyl]benzo[d]oxazol-2-yl}piperidine-1-carboxylate (100 mg, 0.22 mmol) dissolved in DCM (25 ml) and added trifluoroacetic acid (0.4 ml). This mixture stirred at rt for 3 h. After completion of the reaction, DCM removed on rotavapour and residue was co-distilled with ether to obtain 5-[2-fluoro-4-(1H-tetrazol-1-yl)phenyl]-2-(piperidin-4-yl)benzo[d]oxazole 2,2,2-trifluoroacetate (100 mg). 5-[2-fluoro-4-(1H-tetrazol-1-yl)phenyl]-2-(piperidin-4-yl)benzo...